From a dataset of the Open Reaction Database (ORD), a public repository of structured organic reaction records. describe an organic reaction: reactants, conditions, products, and yield The product is C(\C=C\C)(=O)N1CC(C1)NC1=CC(=CNC1=O)C1=CC=NC=C1 ((E)-5-((1-(But-2-enoyl)azetidin-3-yl)amino)-[3,4′-bipyridin]-6(1H)-one). Starting materials: BrC=1C=C(C(=NC1)OC)N[C@H]1CN(CCC1)C(=O)OC(C)(C)C ((R)-tert-Butyl 3-((5-bromo-2-methoxypyridin-3-yl)amino)piperidine-1-carboxylate), ClCC(=O)N1C[C@@H](CCC1)NC1=CC(=CNC1=O)C1=CC=NC=C1 ((R)-5-((1-(2-Chloroacetyl)piperidin-3-yl)amino)-[3,4′-bipyridin]-6(1H)-one). Reported procedure: Following Example 1, but using tert-butyl 3-aminoazetidine-1-carboxylate (Example 1 Step 3) and reaction with (E)-but-2-enoyl chloride (Example 1 Step 6) provided the desired compound after purification: 1H NMR (300 MHz, DMSO-d6) 11.83 (br s, 1H), 8.52 (d, J=5.7 Hz, 2H), 7.61 (d, J=5.7 Hz, 2H), 7.25-7.35 (m, 1H), 6.55-6.75 (m, 1H), 6.49 (d, J=2.1 Hz, 1H), 6.26 (d, J=6.6 Hz, 1H), 6.01 (dd, J=15.2, 1.7 Hz, 1H), 4.45-4.65 (m, 1H), 4.20-4.40 (m, 2H), 4.07 (dd, J=8.6, 4.7 Hz, 1H), 3.87 (dd, J=9.9, 4.... Reaction SMILES: Br[C:2]1C=C(N[C@@H]2CCCN(C(OC(C)(C)C)=O)C2)C(OC)=N[CH:7]=1.Cl[CH2:25][C:26]([N:28]1CC[CH2:31][C@@H:30]([NH:34][C:35]2[C:40](=[O:41])[NH:39][CH:38]=[C:37]([C:42]3[CH:47]=[CH:46][N:45]=[CH:44][CH:43]=3)[CH:36]=2)[CH2:29]1)=[O:27]>>[C:26]([N:28]1[CH2:31][CH:30]([NH:34][C:35]2[C:40](=[O:41])[NH:39][CH:38]=[C:37]([C:42]3[CH:47]=[CH:46][N:45]=[CH:44][CH:43]=3)[CH:36]=2)[CH2:29]1)(=[O:27])/[CH:25]=[CH:2]/[CH3:7]. The reactants are FC1=C(C=CC(=C1)C(C)(C)O)C1=CC(=C(S1)NC1=NC(=CC=C1)CO)C(=O)N (5-[2-fluoro-4-(1-hydroxy-1-methylethyl)phenyl]-2-{[6-(hydroxymethyl)pyridin-2-yl]amino}thiophene-3-carboxamide), [H-].[Na+] (NaH), ICC (Iodoethane). Solvent: CN(C)C=O (DMF). Reaction conditions: time 20 minute. Product: C(C)OCC1=CC=CC(=N1)NC=1SC(=CC1C(=O)N)C1=C(C=C(C=C1)C(C)(C)O)F (2-{[6-(Ethoxymethyl)pyridin-2-yl]amino}-5-[2-fluoro-4-(1-hydroxy-1-methylethyl)phenyl]thiophene-3-carboxamide). Reaction SMILES: [H-].[Na+].[F:3][C:4]1[CH:9]=[C:8]([C:10]([OH:13])([CH3:12])[CH3:11])[CH:7]=[CH:6][C:5]=1[C:14]1[S:18][C:17]([NH:19][C:20]2[CH:25]=[CH:24][CH:23]=[C:22]([CH2:26][OH:27])[N:21]=2)=[C:16]([C:28]([NH2:30])=[O:29])[CH:15]=1.I[CH2:32][CH3:33]>CN(C=O)C>[CH2:32]([O:27][CH2:26][C:22]1[N:21]=[C:20]([NH:19][C:17]2[S:18][C:14]([C:5]3[CH:6]=[CH:7][C:8]([C:10]([OH:13])([CH3:11])[CH3:12])=[CH:9][C:4]=3[F:3])=[CH:15][C:16]=2[C:28]([NH2:30])=[O:29])[CH:25]=[CH:24][CH:23]=1)[CH3:33] |f:0.1|. Procedure: To a suspension of NaH (10 mg, 0.25 mmol) in DMF (1.25 mL) at 0° C. under argon was added 5-[2-fluoro-4-(1-hydroxy-1-methylethyl)phenyl]-2-{[6-(hydroxymethyl)pyridin-2-yl]amino}thiophene-3-carboxamide (Example 48) (50 mg, 0.125 mmol) and the mixture was allowed to stir for 20 minutes. Iodoethane (29 mg, 0.19 mmol) was then added and the reaction was allowed to warm to room temperature and subsequently heated to 60° C. overnight. The reaction was cooled to ambient temperature, quenched by the add... Starting materials: [N+](=O)([O-])C=1C=NC2=CC=CC=C2C1NCCCCC(=O)OCC (ethyl 5-(3-nitroquinolin-4-ylamino)pentanoate), S(=O)([O-])S(=O)[O-].[Na+].[Na+] (sodium hydrosulfite), C([O-])([O-])=O.[K+].[K+] (potassium carbonate). Reagents/catalysts: CC[N+]1=CC=C(C=C1)C2=CC=[N+](C=C2)CC.[Br-].[Br-] (ethyl viologen dibromide), S(=O)([O-])S(=O)[O-].[Na+].[Na+] (sodium hydrosulfite). Run in ClCCl (dichloromethane), O (water). Run at time 8 hour. The product is NC=1C=NC2=CC=CC=C2C1NCCCCC(=O)OCC (ethyl 5-(3-aminoquinolin-4-ylamino)pentanoate). Yield: 96.1%. Reaction SMILES: [N+:1]([C:4]1[CH:5]=[N:6][C:7]2[C:12]([C:13]=1[NH:14][CH2:15][CH2:16][CH2:17][CH2:18][C:19]([O:21][CH2:22][CH3:23])=[O:20])=[CH:11][CH:10]=[CH:9][CH:8]=2)([O-])=O.S(S([O-])=O)([O-])=O.[Na+].[Na+].C(=O)([O-])[O-].[K+].[K+]>ClCCl.O.CC[N+]1C=CC(C2C=C[N+](CC)=CC=2)=CC=1.[Br-].[Br-].S(S([O-])=O)([O-])=O.[Na+].[Na+]>[NH2:1][C:4]1[CH:5]=[N:6][C:7]2[C:12]([C:13]=1[NH:14][CH2:15][CH2:16][CH2:17][CH2:18][C:19]([O:21][CH2:22][CH3:23])=[O:20])=[CH:11][CH:10]=[CH:9][CH:8]=2 |f:1.2.3,4.5.6,9.10.11,12.13.14|. Reported procedure: A solution of ethyl 5-(3-nitroquinolin-4-ylamino)pentanoate (151 g, 476 mmol) in dichloromethane (1 L) was added to a solution of sodium hydrosulfite (248.5 g, 1.427 mol), potassium carbonate (259.3 g, 1.876 mol), and ethyl viologen dibromide (1.78 g, 4.75 mmol) in water (1 L), and the reaction was stirred overnight at ambient temperature. An analysis by TLC indicated the presence of starting material; additional sodium hydrosulfite (5.0 g, 29 mmol) was added to the reaction, which was stirred f... Yields the product ClCCN(C=1C=C(C(=O)O)C=CC1OC)CCCl (3-bis(2'-chloroethyl)amino-4-methoxybenzoic acid). Yield: 79.5%. Procedure: A suspension of methyl 3-bis(2'-chloroethyl)amino-4-methoxybenzoate (2.70 g, 8.823 mmol) in concentrated HCl (37% w/w in H2O, 40 mL) was heated to reflux under N2 for 1 hour. The reaction mixture was treated with ice/H2O (200 mL), extracted with ethyl acetate (4×150 mL). The organic solution was concentrated to give a white solid (2.05 g, 80%). ESMS calcd for C12H15Cl2NO3 : 291.0; Found: 292.0 (M+H)+. The solvent is Cl (HCl). The reactants are ClCCN(C=1C=C(C(=O)OC)C=CC1OC)CCCl (methyl 3-bis(2'-chloroethyl)amino-4-methoxybenzoate), ice H2O. RXN SMILES: [Cl:1][CH2:2][CH2:3][N:4]([CH2:17][CH2:18][Cl:19])[C:5]1[CH:6]=[C:7]([CH:12]=[CH:13][C:14]=1[O:15][CH3:16])[C:8]([O:10]C)=[O:9]>Cl>[Cl:1][CH2:2][CH2:3][N:4]([CH2:17][CH2:18][Cl:19])[C:5]1[CH:6]=[C:7]([CH:12]=[CH:13][C:14]=1[O:15][CH3:16])[C:8]([OH:10])=[O:9].